This data is from the Open Reaction Database (ORD), a public repository of structured organic reaction records. The task is: describe an organic reaction: reactants, conditions, products, and yield The reactants are COC1=CC=C(C=C1)P1(SP(S1)(C1=CC=C(C=C1)OC)=S)=S (2,4-bis(4-methoxyphenyl)-1,3-dithia-2,4-diphosphetane-2,4-disulfide), COC=1C=C(NC(C(=O)OCC)=O)C=C(C1OC)OC (Ethyl 3,4,5-trimethoxyoxanilate), O (water). The solvent is C1=CC=CC=C1 (benzene). Conditions: temperature 80 celsius, time 1 hour. The product is COC=1C=C(C=C(C1OC)OC)NC(C(=O)OCC)=S (Ethyl (3,4,5-trimethoxyphenylamino)-thioxoacetate). RXN SMILES: [CH3:1][O:2][C:3]1[CH:4]=[C:5]([CH:14]=[C:15]([O:19][CH3:20])[C:16]=1[O:17][CH3:18])[NH:6][C:7](=O)[C:8]([O:10][CH2:11][CH3:12])=[O:9].COC1C=CC(P2(=S)SP(=S)(C3C=CC(OC)=CC=3)[S:30]2)=CC=1.O>C1C=CC=CC=1>[CH3:1][O:2][C:3]1[CH:4]=[C:5]([NH:6][C:7](=[S:30])[C:8]([O:10][CH2:11][CH3:12])=[O:9])[CH:14]=[C:15]([O:19][CH3:20])[C:16]=1[O:17][CH3:18]. Procedure: Ethyl 3,4,5-trimethoxyoxanilate (3.0 g) was dissolved in benzene (20 mL), and 2,4-bis(4-methoxyphenyl)-1,3-dithia-2,4-diphosphetane-2,4-disulfide (2.14 g) was added to the solution. The reaction mixture was stirred at 80° C. for 1 hour, and water was added thereto. After conducting extraction with ethyl acetate, the resultant organic layer was washed with water and saturated brine, dried over anhydrous magnesium sulfate and then concentrated under reduced pressure. The residue was purified by co... Reactants: BrC=1C=C2C=CNC2=CC1 (5-bromoindole), O (water), [H-].[Na+] (sodium hydride), CC1OC1 ((RS)-methyloxirane). Run in O1CCCC1 (tetrahydrofuran), CCOCC (ether). Conditions: time 1 hour. Yields the product BrC=1C=C2C=CN(C2=CC1)CC(C)O ((RS)-1-(5-bromo-indol-1-yl)-propan-2-ol). The yield is 89.0%. Reaction SMILES: [H-].[Na+].[Br:3][C:4]1[CH:5]=[C:6]2[C:10](=[CH:11][CH:12]=1)[NH:9][CH:8]=[CH:7]2.[CH3:13][CH:14]1[CH2:16][O:15]1.O>O1CCCC1.CCOCC>[Br:3][C:4]1[CH:5]=[C:6]2[C:10](=[CH:11][CH:12]=1)[N:9]([CH2:13][CH:14]([OH:15])[CH3:16])[CH:8]=[CH:7]2 |f:0.1|. Procedure: A suspension of 0.56 g of sodium hydride dispersion in 75 ml of tetrahydrofuran was treated with 2.95 g of 5-bromoindole at 0° C. and stirred at this temperature for 1 hour. After the addition of 2.1 ml of (RS)-methyloxirane the reaction mixture was stirred at room temperature for 60 hours and subsequently treated with 15 ml of water. The mixture was diluted with 750 ml of ether, washed twice with 250 ml of water and with 125 ml of saturated sodium chloride solution and the organic phase was dri... Starting materials: CC(C)(C)OC(=O)Nc1cc(-c2cn(-c3ccc(Cl)nn3)nc2-c2ccc(F)cc2)ccn1, O=S(=O)(OCC(F)(F)F)C(F)(F)F. The product is CC(C)(C)OC(=O)N(CC(F)(F)F)c1cc(-c2cn(-c3ccc(Cl)nn3)nc2-c2ccc(F)cc2)ccn1. As a reaction SMILES: [C:1]([CH3:2])([CH3:3])([CH3:4])[O:5][C:6](=[O:7])[NH:8][c:9]1[n:10][cH:11][cH:12][c:13](-[c:15]2[c:16](-[c:27]3[cH:28][cH:29][c:30]([F:33])[cH:31][cH:32]3)[n:17][n:18](-[c:20]3[n:21][n:22][c:23]([Cl:26])[cH:24][cH:25]3)[cH:19]2)[cH:14]1.[S:34]([O:35][CH2:42][C:43]([F:44])([F:45])[F:46])([C:36]([F:37])([F:38])[F:39])(=[O:40])=[O:41]>>[C:1]([CH3:2])([CH3:3])([CH3:4])[O:5][C:6](=[O:7])[N:8]([c:9]1[n:10][cH:11][cH:12][c:13](-[c:15]2[c:16](-[c:27]3[cH:28][cH:29][c:30]([F:33])[cH:31][cH:32]3)[n:17][n:18](-[c:20]3[n:21][n:22][c:23]([Cl:26])[cH:24][cH:25]3)[cH:19]2)[cH:14]1)[CH2:42][C:43]([F:44])([F:45])[F:46]. Starting materials: O([Si](C)(C)C(C)(C)C)CCC1OC2=C(NC1=O)C=CC=C2 (2-(2-tert-butyldimethylsiloxyethyl)-3,4-dihydro-3-oxo-2H-1,4-benzoxazine), COC(=O)C1=CC=C(CCl)C=C1 (4-(methoxycarbonyl)benzyl chloride). Yields the product OCCC1OC2=C(N(C1=O)CC1=CC=C(C(=O)OC)C=C1)C=CC=C2 (Methyl 4-[3,4-dihydro-2-(2-hydroxyethyl)-3-oxo-2H-1,4-benzoxazin-4-yl]methylbenzoate). The yield is 65.0%. RXN SMILES: [O:1]([CH2:9][CH2:10][CH:11]1[C:16](=[O:17])[NH:15][C:14]2[CH:18]=[CH:19][CH:20]=[CH:21][C:13]=2[O:12]1)[Si](C(C)(C)C)(C)C.[CH3:22][O:23][C:24]([C:26]1[CH:33]=[CH:32][C:29]([CH2:30]Cl)=[CH:28][CH:27]=1)=[O:25]>>[OH:1][CH2:9][CH2:10][CH:11]1[C:16](=[O:17])[N:15]([CH2:30][C:29]2[CH:32]=[CH:33][C:26]([C:24]([O:23][CH3:22])=[O:25])=[CH:27][CH:28]=2)[C:14]2[CH:18]=[CH:19][CH:20]=[CH:21][C:13]=2[O:12]1. Procedure: Prepared from 2-(2-tert-butyldimethylsiloxyethyl)-3,4-dihydro-3-oxo-2H-1,4-benzoxazine by methods F and G, alkylating with 4-(methoxycarbonyl)benzyl chloride, to afford the alcohol as a white solid in 65% yield, mp=94°-95° C.; 1H NMR (CDCl3) δ 8.00 (d, J=8.4 Hz, 2H), 7.30 (d, J=8.4 Hz, 2H), 6.95-7.04 (m, 2H), 6.89 (dt, J=2.1, 8.0 Hz, 1H), 6.77 (dd, J=7.8, 1.5 Hz, 1H), 5.20 (s, 2H), 4.86 (dd, J=5.4, 7.7 Hz, 1H), 3.82-3.96 (m, 5H with 3H singlet at δ 3.89), 2.16-2.37 (m, 3H, one of which is exchan... The reactants are CCCCCC(C=CC1C(OC2CCCCO2)CC(O)C1CC(=O)CCCCC(=O)OC)OC1CCCCO1, CCOCC, O=[Cr](=O)(O)O. Product: CCCCCC(C=CC1C(OC2CCCCO2)CC(=O)C1CC(=O)CCCCC(=O)OC)OC1CCCCO1. As a reaction SMILES: [CH3:1][O:2][C:3]([CH2:4][CH2:5][CH2:6][CH2:7][C:8]([CH2:9][CH:10]1[CH:11]([OH:37])[CH2:12][CH:13]([O:30][CH:31]2[O:32][CH2:33][CH2:34][CH2:35][CH2:36]2)[CH:14]1[CH:15]=[CH:16][CH:17]([CH2:18][CH2:19][CH2:20][CH2:21][CH3:22])[O:23][CH:24]1[O:25][CH2:26][CH2:27][CH2:28][CH2:29]1)=[O:38])=[O:39].[CH3:45][CH2:46][O:47][CH2:48][CH3:49].[Cr:40]([OH:41])([OH:42])(=[O:43])=[O:44]>>[CH3:1][O:2][C:3]([CH2:4][CH2:5][CH2:6][CH2:7][C:8]([CH2:9][CH:10]1[C:11](=[O:37])[CH2:12][CH:13]([O:30][CH:31]2[O:32][CH2:33][CH2:34][CH2:35][CH2:36]2)[CH:14]1[CH:15]=[CH:16][CH:17]([CH2:18][CH2:19][CH2:20][CH2:21][CH3:22])[O:23][CH:24]1[O:25][CH2:26][CH2:27][CH2:28][CH2:29]1)=[O:38])=[O:39].